Dataset: the Open Reaction Database (ORD), a public repository of structured organic reaction records. Task: describe an organic reaction: reactants, conditions, products, and yield Reactants: [OH-].[Na+] (NaOH), BrC1=CC=C2C=CC(=NC2=C1C)C (7-bromo-2,8-dimethylquinoline), C(C)OC(C(=O)[O-])=O.[K+] (potassium 2-ethoxy-2-oxoacetate), dcpp-2HBF4. Reagents/catalysts: C(=O)(C(F)(F)F)O.C(=O)(C(F)(F)F)O.[Pd] (Pd(TFA)2). The solvent is CN1CCCC1=O (NMP), O (water). Run at temperature 150 celsius, time 18 hour. Product: CC1=NC2=C(C(=CC=C2C=C1)C(=O)O)C (2,8-dimethylquinoline-7-carboxylic acid). The yield is 54.0%. Reaction SMILES: Br[C:2]1[C:11]([CH3:12])=[C:10]2[C:5]([CH:6]=[CH:7][C:8]([CH3:13])=[N:9]2)=[CH:4][CH:3]=1.C([O:16][C:17](=[O:21])C([O-])=O)C.[K+].[OH-].[Na+]>CN1C(=O)CCC1.O.C(O)(C(F)(F)F)=O.C(O)(C(F)(F)F)=O.[Pd]>[CH3:13][C:8]1[CH:7]=[CH:6][C:5]2[C:10](=[C:11]([CH3:12])[C:2]([C:17]([OH:21])=[O:16])=[CH:3][CH:4]=2)[N:9]=1 |f:1.2,3.4,7.8.9|. Procedure details: A 250 mL round-bottomed flask was charged with 7-bromo-2,8-dimethylquinoline (2.0 g, 8.47 mmol), potassium 2-ethoxy-2-oxoacetate (1.98 g, 12.7 mmol) and dcpp-2HBF4 (0.311 g, 0.508 mmol) in anhydrous NMP (28 mL) and nitrogen was bubbled into the mixture for 10 minutes, followed by the addition of Pd(TFA)2 (0.085 g, 0.254 mmol). The mixture was heated at 150° C. in an oil bath under a nitrogen atmosphere for 18 hours. The reaction mixture was cooled to ambient temperature and treated with a 2N NaO... Reactants: COCOc1c(C)cc(Oc2ccc([N+](=O)[O-])c(N(C)C(=O)OC(C)(C)C)c2)c(C)c1C, CO. Product: COCOc1c(C)cc(Oc2ccc(N)c(N(C)C(=O)OC(C)(C)C)c2)c(C)c1C. RXN SMILES: [CH3:1][O:2][CH2:3][O:4][c:5]1[c:6]([CH3:32])[c:7]([CH3:31])[c:8]([O:9][c:10]2[cH:11][cH:12][c:13]([N+:25]([O-:26])=[O:27])[c:14]([N:16]([C:17]([O:18][C:19]([CH3:20])([CH3:21])[CH3:22])=[O:23])[CH3:24])[cH:15]2)[cH:28][c:29]1[CH3:30].[CH3:33][OH:34]>>[CH3:1][O:2][CH2:3][O:4][c:5]1[c:6]([CH3:32])[c:7]([CH3:31])[c:8]([O:9][c:10]2[cH:11][cH:12][c:13]([NH2:25])[c:14]([N:16]([C:17]([O:18][C:19]([CH3:20])([CH3:21])[CH3:22])=[O:23])[CH3:24])[cH:15]2)[cH:28][c:29]1[CH3:30]. The reactants are O=C([O-])[O-], CS(C)=O, O=S(CCCCBr)c1ccc(Cl)c(Cl)c1, [K+], [K+], O, CC1(C)OC(=O)Nc2ccc(O)cc21. The product is CC1(C)OC(=O)Nc2ccc(OCCCCS(=O)c3ccc(Cl)c(Cl)c3)cc21. As a reaction SMILES: [C:30](=[O:31])([O-:32])[O-:33].[CH3:37][S:38]([CH3:39])=[O:40].[Cl:15][c:16]1[cH:17][c:18]([S:23](=[O:24])[CH2:25][CH2:26][CH2:27][CH2:28][Br:29])[cH:19][cH:20][c:21]1[Cl:22].[K+:34].[K+:35].[OH2:36].[OH:1][c:2]1[cH:3][cH:4][c:5]2[c:6]([cH:14]1)[C:7]([CH3:12])([CH3:13])[O:8][C:9](=[O:11])[NH:10]2>>[O:1]([c:2]1[cH:3][cH:4][c:5]2[c:6]([cH:14]1)[C:7]([CH3:12])([CH3:13])[O:8][C:9](=[O:11])[NH:10]2)[CH2:28][CH2:27][CH2:26][CH2:25][S:23]([c:18]1[cH:17][c:16]([Cl:15])[c:21]([Cl:22])[cH:20][cH:19]1)=[O:24]. The product is O=C1CC2(CCCC2)C(C(=O)NCCCCN2CCN(c3nsc4ccccc34)CC2)O1. Starting materials: CC#N, O=C1CC2(CCCC2)C(O)C(=O)N1CCCCN1CCN(c2nsc3ccccc23)CC1. Reaction SMILES: [CH3:33][C:34]#[N:35].[s:1]1[n:2][c:3]([N:10]2[CH2:11][CH2:12][N:13]([CH2:16][CH2:17][CH2:18][CH2:19][N:20]3[C:21](=[O:32])[CH:22]([OH:31])[C:23]4([CH2:24][CH2:25][CH2:26][CH2:27]4)[CH2:28][C:29]3=[O:30])[CH2:14][CH2:15]2)[c:4]2[c:5]1[cH:6][cH:7][cH:8][cH:9]2>>[s:1]1[n:2][c:3]([N:10]2[CH2:11][CH2:12][N:13]([CH2:16][CH2:17][CH2:18][CH2:19][NH:20][C:21]([CH:22]3[C:23]4([CH2:24][CH2:25][CH2:26][CH2:27]4)[CH2:28][C:29](=[O:30])[O:31]3)=[O:32])[CH2:14][CH2:15]2)[c:4]2[c:5]1[cH:6][cH:7][cH:8][cH:9]2. The reactants are COC(C)=C(C#N)C(=O)c1ccccc1, COC(C)=C(C#N)C(=O)c1ccc(F)cc1. Product: CNC(C)=C(C#N)C(=O)c1ccc(F)cc1. RXN SMILES: [C:17]([C:18](=[C:19]([O:20][CH3:21])[CH3:22])[C:26]#[N:27])(=[O:23])[c:24]1[cH:25][cH:28][cH:29][cH:30][cH:31]1.[F:1][c:2]1[cH:3][cH:4][c:5]([C:6](=[O:7])[C:8]([C:9]#[N:10])=[C:11]([CH3:12])[O:13][CH3:14])[cH:15][cH:16]1>>[F:1][c:2]1[cH:3][cH:4][c:5]([C:6](=[O:7])[C:8]([C:9]#[N:10])=[C:11]([CH3:12])[NH:27][CH3:26])[cH:15][cH:16]1. Starting materials: ClC1=NC=NC(=C1[N+](=O)[O-])Cl (4,6-dichloro-5-nitropyrimidine), CNCC1=CC=CC=C1 (N-methyl benzylamine), C(C)C=1NC=CN1 (2-ethylimidazole), [Sn](Cl)Cl (tin (II) chloride), C(=O)(N1C=NC=C1)N1C=NC=C1 (carbonyldiimidazole). Yields the product C(C)C1=NC=C2C(NC=3C(=NC=NC3N21)N(C)CC2=CC=CC=C2)=O (9-Ethyl-4-[(phenylmethyl)methylamino]imidazo[5,1-h]pteridin-6(5H)-one). Reaction SMILES: Cl[C:2]1[C:7]([N+:8]([O-])=O)=[C:6](Cl)[N:5]=[CH:4][N:3]=1.[CH3:12][NH:13][CH2:14][C:15]1[CH:20]=[CH:19][CH:18]=[CH:17][CH:16]=1.[CH2:21]([C:23]1[NH:24][CH:25]=[CH:26][N:27]=1)[CH3:22].[Sn](Cl)Cl.[C:31](N1C=CN=C1)(N1C=CN=C1)=[O:32]>>[CH2:21]([C:23]1[N:27]2[C:26]([C:31](=[O:32])[NH:8][C:7]3[C:2]([N:13]([CH2:14][C:15]4[CH:20]=[CH:19][CH:18]=[CH:17][CH:16]=4)[CH3:12])=[N:3][CH:4]=[N:5][C:6]=32)=[CH:25][N:24]=1)[CH3:22]. Reported procedure: Prepared by treatment of 4,6-dichloro-5-nitropyrimidine with N-methyl benzylamine, reaction with 2-ethylimidazole, reduction with tin (II) chloride and cyclization with carbonyldiimidazole. RXN SMILES: [CH2:50]([OH:51])[CH3:52].[CH:53]([Cl:54])([Cl:55])[Cl:56].[ClH:1].[ClH:27].[F:28][c:29]1[cH:30][cH:31][c:32]([C:33](=[O:34])[N:35]2[CH2:36][CH2:37][NH:38][CH2:39][CH2:40]2)[cH:41][cH:42]1.[F:2][C:3]([c:4]1[cH:5][cH:6][c:7]2[c:8]([NH:14][c:15]3[cH:16][cH:17][c:18]([S:21](=[O:22])(=[O:23])[Cl:24])[cH:19][cH:20]3)[cH:9][cH:10][n:11][c:12]2[cH:13]1)([F:25])[F:26].[Na+:43].[Na+:44].[O-:45][C:46](=[O:47])[O-:48].[OH2:49].[OH2:57]>>[F:2][C:3]([c:4]1[cH:5][cH:6][c:7]2[c:8]([NH:14][c:15]3[cH:16][cH:17][c:18]([S:21](=[O:22])(=[O:23])[N:38]4[CH2:37][CH2:36][N:35]([C:33]([c:32]5[cH:31][cH:30][c:29]([F:28])[cH:42][cH:41]5)=[O:34])[CH2:40][CH2:39]4)[cH:19][cH:20]3)[cH:9][cH:10][n:11][c:12]2[cH:13]1)([F:25])[F:26]. The product is O=C(c1ccc(F)cc1)N1CCN(S(=O)(=O)c2ccc(Nc3ccnc4cc(C(F)(F)F)ccc34)cc2)CC1. Starting materials: CCO, ClC(Cl)Cl, Cl, Cl, O=C(c1ccc(F)cc1)N1CCNCC1, O=S(=O)(Cl)c1ccc(Nc2ccnc3cc(C(F)(F)F)ccc23)cc1, [Na+], [Na+], O=C([O-])[O-], O, O. Reactants: C(C1=CC=CC=C1)(=O)N1[C@H](C(=O)O)C[C@@H](C1)F ((cis)-N-benzoyl-4-fluoro-L-proline), [Cl-].[Cl-].[Cl-].[Al+3] (aluminum trichloride), Cl (HCl). Run in C1=CC=CC=C1 (benzene). Yields the product C(C1=CC=CC=C1)(=O)N1[C@H](C(=O)O)C[C@H](C1)C1=CC=CC=C1 ((trans)-1-Benzoyl-4-phenyl-L-proline). As a reaction SMILES: [Cl-].[Cl-].[Cl-].[Al+3].[C:5]([N:13]1[CH2:20][C@@H:19](F)[CH2:18][C@H:14]1[C:15]([OH:17])=[O:16])(=[O:12])[C:6]1[CH:11]=[CH:10][CH:9]=[CH:8][CH:7]=1.Cl>C1C=CC=CC=1>[C:5]([N:13]1[CH2:20][C@H:19]([C:6]2[CH:11]=[CH:10][CH:9]=[CH:8][CH:7]=2)[CH2:18][C@H:14]1[C:15]([OH:17])=[O:16])(=[O:12])[C:6]1[CH:11]=[CH:10][CH:9]=[CH:8][CH:7]=1 |f:0.1.2.3|. Reported procedure: A suspension of aluminum trichloride (191 mg, 1.43 mmole) in benzene (5 ml) was stirred under argon and treated with Part B (cis)-N-benzoyl-4-fluoro-L-proline (100 mg, 0.42 mmole). The reaction was stirred at room temperature for 20 hours, cooled to 0° C. and hydrolyzed with 1N HCl. The layers were separated and the aqueous layer was extracted with ethyl acetate. The organic extracts were combined, washed with brine, dried and concentrated. The residue consisted of